This data is from the Open Reaction Database (ORD), a public repository of structured organic reaction records. The task is: describe an organic reaction: reactants, conditions, products, and yield Reactants: BrC=1C(=NC(=NC1)N[C@@H](C)C1=NC=C(C=N1)F)NC1=NNC(=C1)OC(C)C (5-Bromo-N2-[(1S)-1-(5-fluoropyrimidin-2-yl)ethyl]-N4-(5-isopropoxy-1H-pyrazol-3-yl)pyrimidine-2,4-diamine), C1CCOC1 (THF), C[Mg+].[Br-] (MeMgBr), solution. Run in CCOCC (ether). Conditions: temperature 0 celsius, time 2 hour. Yields the product FC=1C=NC(=NC1)C(C)=O (1-(5-Fluoropyrimidin-2-yl)ethanone). The yield is 46.0%. Reaction SMILES: BrC1C(NC2C=C(OC(C)C)NN=2)=NC(N[C@H:9]([C:11]2[N:16]=[CH:15][C:14]([F:17])=[CH:13][N:12]=2)[CH3:10])=NC=1.C1C[O:31]CC1.C[Mg+].[Br-]>CCOCC>[F:17][C:14]1[CH:13]=[N:12][C:11]([C:9](=[O:31])[CH3:10])=[N:16][CH:15]=1 |f:2.3|. Reported procedure: A round-bottom-flask containing 5-fluoropyrimidine-2-carbonitrile (Method 6, 1.50 g, 12.19 mmol) was charged with anhydrous THF (30 ml) under N2. The solution was cooled to 0° C., and a solution of MeMgBr (4.90 ml of a 3.0 M solution in ether, 14.62 mmol) was added dropwise. After 2 hours at 0° C., the reaction mixture was quenched with ice water and extracted with EtOAc. The organic extract was washed with brine, dried over Na2SO4, and evaporated to dryness to give the title compound as an oil ... RXN SMILES: [CH2:1]([CH:2]=[CH2:3])[O:4][CH:5]1[CH2:6][N:7]([C:18](=[O:19])[O:20][CH2:21][c:22]2[cH:23][cH:24][cH:25][cH:26][cH:27]2)[CH2:8][CH:9]1[NH:10][C:11]([O:13][C:12]([CH3:14])([CH3:15])[CH3:16])=[O:17].[CH2:46]([Cl:47])[CH2:48][Cl:49].[CH3:60][OH:61].[ClH:28].[F:29][C:30]([c:31]1[cH:32][c:33]([C:34](=[O:35])[NH:36][CH2:37][C:38]([OH:39])=[O:40])[cH:41][cH:42][cH:43]1)([F:44])[F:45].[OH:50][n:51]1[c:52]2[c:53]([cH:54][cH:55][cH:56][cH:57]2)[n:58][n:59]1>>[CH2:1]([CH:2]=[CH2:3])[O:4][CH:5]1[CH2:6][N:7]([C:18](=[O:19])[O:20][CH2:21][c:22]2[cH:23][cH:24][cH:25][cH:26][cH:27]2)[CH2:8][CH:9]1[NH:10][C:11](=[O:13])[CH2:37][NH:36][C:34]([c:33]1[cH:32][c:31]([C:30]([F:29])([F:44])[F:45])[cH:43][cH:42][cH:41]1)=[O:35]. The reactants are C=CCOC1CN(C(=O)OCc2ccccc2)CC1NC(=O)OC(C)(C)C, ClCCCl, CO, Cl, O=C(O)CNC(=O)c1cccc(C(F)(F)F)c1, On1nnc2ccccc21. Product: C=CCOC1CN(C(=O)OCc2ccccc2)CC1NC(=O)CNC(=O)c1cccc(C(F)(F)F)c1.